This data is from the Open Reaction Database (ORD), a public repository of structured organic reaction records. The task is: describe an organic reaction: reactants, conditions, products, and yield Starting materials: [Se](=O)=O (Selenium dioxide), ClC1=CC=C(COC=2C=CC=C3C(=CC=NC23)C)C=C1 (8-(4-chlorobenzyloxy)-4-methyl quinoline). Reagents/catalysts: O (water). Run in O1CCOCC1 (dioxane), O1CCOCC1 (dioxane). Reaction conditions: temperature 100 celsius, time 4 hour. The product is ClC1=CC=C(COC=2C=CC=C3C(=CC=NC23)C=O)C=C1 (8-(4-Chlorobenzyloxy)-4-formylquinoline). Isolated yield 61.2%. As a reaction SMILES: [Se](=O)=[O:2].[Cl:4][C:5]1[CH:23]=[CH:22][C:8]([CH2:9][O:10][C:11]2[CH:12]=[CH:13][CH:14]=[C:15]3[C:20]=2[N:19]=[CH:18][CH:17]=[C:16]3[CH3:21])=[CH:7][CH:6]=1>O1CCOCC1.O>[Cl:4][C:5]1[CH:23]=[CH:22][C:8]([CH2:9][O:10][C:11]2[CH:12]=[CH:13][CH:14]=[C:15]3[C:20]=2[N:19]=[CH:18][CH:17]=[C:16]3[CH:21]=[O:2])=[CH:7][CH:6]=1. Procedure: Selenium dioxide (620 mg, 5.6 mmol) was suspended in dioxane (5 mL); a few drops of water was added until a clear solution was obtained. The mixture was heated to 100° C. and 8-(4-chlorobenzyloxy)-4-methyl quinoline (1.6 g, 5.6 mmol) in dioxane (20 mL) was added dropwise during a period of 2 hours. The mixture kept at 100° C. for 4 hours, filtered hot and concentrated. The residue was treated with 1N HCl (200 ml), and filtered. The filtrate was neutralized with 3N NaOH, and extracted with ethyl ... The reactants are CC(C)C1=CC=C(C=C1)C#CC=1C(=NC=CC1)N (3-{[4-(1-methylethyl)phenyl]ethynyl}pyridin-2-amine). Reagents/catalysts: [C].[Pd] (palladium-carbon). Run in CO (methanol). Run at time 3 hour. Yields the product CC(C)C1=CC=C(C=C1)CCC=1C(=NC=CC1)N (3-{2-[4-(1-methylethyl)phenyl]ethyl}pyridin-2-amine). Yield: 36.6%. Reaction SMILES: [CH3:1][CH:2]([C:4]1[CH:9]=[CH:8][C:7]([C:10]#[C:11][C:12]2[C:13]([NH2:18])=[N:14][CH:15]=[CH:16][CH:17]=2)=[CH:6][CH:5]=1)[CH3:3]>CO.[C].[Pd]>[CH3:3][CH:2]([C:4]1[CH:5]=[CH:6][C:7]([CH2:10][CH2:11][C:12]2[C:13]([NH2:18])=[N:14][CH:15]=[CH:16][CH:17]=2)=[CH:8][CH:9]=1)[CH3:1] |f:2.3|. Procedure: A mixture of 10% palladium-carbon (50% wet, 50 mg) and 3-{[4-(1-methylethyl)phenyl]ethynyl}pyridin-2-amine (662.8 mg) in methanol (15 mL) was stirred under a hydrogen atmosphere at room temperature for 3 hr. The reaction mixture was filtered, a saturated aqueous sodium hydrogen carbonate solution was added to the filtrate, and the mixture was extracted with ethyl acetate. The organic layer was washed with saturated brine, dried over anhydrous magnesium sulfate, and concentrated under reduced pre... Reactants: NC(=O)CN1[C@@H]([C@]2([C@@H](CC1=O)C1=CC(=CC=C1)Cl)C(NC1=CC(=CC=C12)Br)=O)C1(CC1)C.COC(C)[Si](C)(C)C ((2′R,3R,4′S)-1′-(aminocarbonyl-methyl)-6-bromo-4′-(3-chlorophenyl)-2′-(1-methyl cyclopropyl)-2,3-dihydro-2,6′-dioxospiro[indole-3,3′-piperidine] 1-methoxyethyl trimethylsilane). Run in FC(C(=O)O)(F)F (trifluoroacetic acid), ClCCl (dichloromethane). Reaction conditions: time 0.5 hour. Product: NC(=O)CN1[C@@H]([C@]2([C@@H](CC1=O)C1=CC(=CC=C1)Cl)C(NC1=CC(=CC=C12)Br)=O)C1(CC1)C ((2′R,3R,4′S)-1′-(aminocarbonyl-methyl)-6-bromo-4′-(3-chlorophenyl)-2′-(1-methyl cyclopropyl)-spiro[3H-indole-3,3′-piperidine]-2,6′(1H)-dione). Isolated yield 49.6%. RXN SMILES: [NH2:1][C:2]([CH2:4][N:5]1[C:10](=[O:11])[CH2:9][C@@H:8]([C:12]2[CH:17]=[CH:16][CH:15]=[C:14]([Cl:18])[CH:13]=2)[C@@:7]2([C:26]3[C:21](=[CH:22][C:23]([Br:27])=[CH:24][CH:25]=3)[NH:20][C:19]2=[O:28])[C@H:6]1[C:29]1([CH3:32])[CH2:31][CH2:30]1)=[O:3].COC([Si](C)(C)C)C>FC(F)(F)C(O)=O.ClCCl>[NH2:1][C:2]([CH2:4][N:5]1[C:10](=[O:11])[CH2:9][C@@H:8]([C:12]2[CH:17]=[CH:16][CH:15]=[C:14]([Cl:18])[CH:13]=2)[C@@:7]2([C:26]3[C:21](=[CH:22][C:23]([Br:27])=[CH:24][CH:25]=3)[NH:20][C:19]2=[O:28])[C@H:6]1[C:29]1([CH3:32])[CH2:31][CH2:30]1)=[O:3] |f:0.1|. Reported procedure: The chiral (2′R,3R,4′S)-1′-(aminocarbonyl-methyl)-6-bromo-4′-(3-chlorophenyl)-2′-(1-methyl cyclopropyl)-2,3-dihydro-2,6′-dioxospiro[indole-3,3′-piperidine]-1-methoxyethyl trimethylsilane (25 mg, 0.039 mmol) was dissolved in a solution of trifluoroacetic acid (2 mL) in dichloromethane (5 mL). The reaction mixture was stirred at room temperature for 0.5 h, then concentrated. The residue was dissolved in a solution of methanol (3 mL) and N,N′-diisopropylethylamine (1 mL). The reaction tube was then... Starting materials: ClC1=CC=C(C=C1)NC(NC=1SC=C(N1)C(C(=O)OCC)=C1C(N(C(S1)=S)CC(=O)O)=O)=S (5-{1-[2-(3-p-chloro-phenylthioureido)thiazol-4-yl]-1-ethoxycarbonylmethylene}-rhodanine-3-acetic acid), Cl (hydrogen chloride), C(C)O (ethanol), O1CCOCC1 (dioxane). Run in O (water). Reaction conditions: time 4.5 day. Product: ClC1=CC=C(C=C1)NC(NC=1SC=C(N1)C(C(=O)OCC)=C1C(N(C(S1)=S)CC(=O)OCC)=O)=S (Ethyl 5-{1-[2-(3-p-chlorophenylthioureido)thiazol-4-yl]-1-ethoxycarbonylmethylene}rhodanine-3-acetate). Reaction SMILES: [Cl:1][C:2]1[CH:7]=[CH:6][C:5]([NH:8][C:9](=[S:33])[NH:10][C:11]2[S:12][CH:13]=[C:14]([C:16](=[C:22]3[S:26][C:25](=[S:27])[N:24]([CH2:28][C:29]([OH:31])=[O:30])[C:23]3=[O:32])[C:17]([O:19][CH2:20][CH3:21])=[O:18])[N:15]=2)=[CH:4][CH:3]=1.[CH2:34](O)[CH3:35].O1CCOCC1.Cl>O>[Cl:1][C:2]1[CH:7]=[CH:6][C:5]([NH:8][C:9](=[S:33])[NH:10][C:11]2[S:12][CH:13]=[C:14]([C:16](=[C:22]3[S:26][C:25](=[S:27])[N:24]([CH2:28][C:29]([O:31][CH2:34][CH3:35])=[O:30])[C:23]3=[O:32])[C:17]([O:19][CH2:20][CH3:21])=[O:18])[N:15]=2)=[CH:4][CH:3]=1. Reported procedure: A mixture comprising 4.8 g of 5-{1-[2-(3-p-chloro-phenylthioureido)thiazol-4-yl]-1-ethoxycarbonylmethylene}-rhodanine-3-acetic acid, 10 g of ethanol and 50 ml of a 4N dioxane solution of hydrogen chloride was left to stand at room temperature for 4.5 days. The reaction mixture was then poured into water and extracted with ethyl acetate. The extract was washed with aqueous sodium chloride solution, and was then dried over anhydrous sodium sulfate. The solvent was evaporated off under reduced pres... Starting materials: C(C1=CC=CC=C1)OC1=C2C(=CNC2=CC=C1F)CCN(C)C (2-(4-Benzyloxy-5-fluoro-1H-indol-3-yl)-N,N-dimethylethanamine), C(C)N1C=C(C2=C(C=C(C=C12)F)O)CC(=O)N1CCOCC1 (2-(1-ethyl-6-fluoro-4-hydroxy-1H-indol-3-yl)-1-morpholinoethanone). Product: C(C)N1C=C(C=2C(=CC(=CC12)F)O)CCN1CCOCC1 (1-ethyl-6-fluoro-3-(2-morpholinoethyl)-1H-indol-4-ol). The yield is 27.0%. Reaction SMILES: C(OC1C(F)=CC=C2C=1C(CCN(C)C)=CN2)C1C=CC=CC=1.[CH2:24]([N:26]1[C:34]2[C:29](=[C:30]([OH:36])[CH:31]=[C:32]([F:35])[CH:33]=2)[C:28]([CH2:37][C:38]([N:40]2[CH2:45][CH2:44][O:43][CH2:42][CH2:41]2)=O)=[CH:27]1)[CH3:25]>>[CH2:24]([N:26]1[C:34]2[CH:33]=[C:32]([F:35])[CH:31]=[C:30]([OH:36])[C:29]=2[C:28]([CH2:37][CH2:38][N:40]2[CH2:45][CH2:44][O:43][CH2:42][CH2:41]2)=[CH:27]1)[CH3:25]. Procedure: Following the procedure used to prepare compound 1-7a (step 6 scheme 1), compound 11-4 gave compound 11-5 (41 mg, 27%) as a white solid.